Dataset: the Open Reaction Database (ORD), a public repository of structured organic reaction records. Task: describe an organic reaction: reactants, conditions, products, and yield The reactants are [Na].NC=1C=C(C=CC1N)O (3,4-Diamino-phenol sodium salt), NC1=C(C=C(C=C1)OC)N (1,2-diamino-4-methoxy-benzene), B(Br)(Br)Br (BBr3), [OH-].[Na+] (NaOH). Solvent: C(Cl)Cl (CH2Cl2), C(Cl)Cl (CH2Cl2). Conditions: temperature -30 celsius. Yields the product NC=1C=C(C=CC1N)O (3,4-diamino-phenol). As a reaction SMILES: [Na].[NH2:2][C:3]1[CH:4]=[C:5]([OH:10])[CH:6]=[CH:7][C:8]=1[NH2:9].NC1C=CC(OC)=CC=1N.B(Br)(Br)Br.[OH-].[Na+]>C(Cl)Cl>[NH2:2][C:3]1[CH:4]=[C:5]([OH:10])[CH:6]=[CH:7][C:8]=1[NH2:9] |f:0.1,4.5,^1:0|. Procedure: 3,4-Diamino-phenol sodium salt. To a 200-mL, round-bottomed flask containing a solution of 1,2-diamino-4-methoxy-benzene (0.50 g, 3.6 mmol, Avocado) in CH2Cl2 (5 mL) was added dropwise a solution of BBr3 in CH2Cl2 (15 mL, 15 mmol, 1.0 M, Aldrich) with stirring at −30° C. under N2. The mixture was stirred at room temperature for 5 h and quenched with ice water (25 mL) by cooling with and ice bath. The mixture was basified to pH 9 with 1 N NaOH and extracted with water (2×8 mL). The combined aq. e...